From a dataset of the Open Reaction Database (ORD), a public repository of structured organic reaction records. describe an organic reaction: reactants, conditions, products, and yield The reactants are C(C)(C)(C)C1=CC=C(C=C1)C=1SC(=C(N1)CCO)C (2-[2-(4-tert-butyl-phenyl)-5-methyl-thiazol-4-yl]-ethanol), C1(=CC=CC=C1)P(C1=CC=CC=C1)C1=CC=CC=C1 (triphenylphosphine), N(=NC(=O)OCC)C(=O)OCC (DEAD), C(C)OC(C(CC1=CC(=C(C=C1)O)F)OCC)=O ([rac]-2-ethoxy-3-(3-fluoro-4-hydroxy-phenyl)-propionic acid ethyl ester). Solvent: O1CCCC1 (tetrahydrofuran). Product: C(C)OC(C(CC1=CC(=C(C=C1)OCCC=1N=C(SC1C)C1=CC=C(C=C1)C(C)(C)C)F)OCC)=O ([rac]-3-(4-{2-[2-(4-tert-butyl-phenyl)-5-methyl-thiazol-4-yl]-ethoxy}-3-fluoro-phenyl)-2-ethoxy-propionic acid ethyl ester). RXN SMILES: [CH2:1]([O:3][C:4](=[O:18])[CH:5]([O:15][CH2:16][CH3:17])[CH2:6][C:7]1[CH:12]=[CH:11][C:10]([OH:13])=[C:9]([F:14])[CH:8]=1)[CH3:2].[C:19]([C:23]1[CH:28]=[CH:27][C:26]([C:29]2[S:30][C:31]([CH3:37])=[C:32]([CH2:34][CH2:35]O)[N:33]=2)=[CH:25][CH:24]=1)([CH3:22])([CH3:21])[CH3:20].C1(P(C2C=CC=CC=2)C2C=CC=CC=2)C=CC=CC=1.N(C(OCC)=O)=NC(OCC)=O>O1CCCC1>[CH2:1]([O:3][C:4](=[O:18])[CH:5]([O:15][CH2:16][CH3:17])[CH2:6][C:7]1[CH:12]=[CH:11][C:10]([O:13][CH2:35][CH2:34][C:32]2[N:33]=[C:29]([C:26]3[CH:25]=[CH:24][C:23]([C:19]([CH3:20])([CH3:22])[CH3:21])=[CH:28][CH:27]=3)[S:30][C:31]=2[CH3:37])=[C:9]([F:14])[CH:8]=1)[CH3:2]. Procedure details: In analogy to the procedure described in example 1 d], [rac]-2-ethoxy-3-(3-fluoro-4-hydroxy-phenyl)-propionic acid ethyl ester (example 7 a]) was reacted with 2-[2-(4-tert-butyl-phenyl)-5-methyl-thiazol-4-yl]-ethanol (example 12 b]) in tetrahydrofuran in the presence of triphenylphosphine and DEAD (diethyl azodicarboxylate) to yield [rac]-3-(4-{2-[2-(4-tert-butyl-phenyl)-5-methyl-thiazol-4-yl]-ethoxy}-3-fluoro-phenyl)-2-ethoxy-propionic acid ethyl ester, which was further saponified in analogy t... The reactants are FC(C(=O)O)(F)F (Trifluoroacetic acid), C(C)(C)(C)OC(=O)NC1=C(C=NC=C1)CNC1CCN(CC1)C(=O)OCC (Ethyl 4-[({4-[(tert-butoxycarbonyl)amino]pyridin-3-yl}methyl)amino]piperidine-1-carboxylate), C(=O)(N1C=NC=C1)N1C=NC=C1 (carbonyldiimidazole), FC(C(=O)O)(F)F (trifluoroacetic acid). Solvent: ClCCl (dichloromethane). Reaction conditions: time 8 hour. The product is O=C1N(CC2=C(N1)C=CN=C2)C2CCN(CC2)C(=O)OCC (Ethyl 4-(2-oxo-1,4-dihydropyrido[4,3-d]pyrimidin-3(2H)-yl)piperidine-1-carboxylate). The yield is 46.4%. Reaction SMILES: FC(F)(F)C(O)=O.C([O:12][C:13]([NH:15][C:16]1[CH:21]=[CH:20][N:19]=[CH:18][C:17]=1[CH2:22][NH:23][CH:24]1[CH2:29][CH2:28][N:27]([C:30]([O:32][CH2:33][CH3:34])=[O:31])[CH2:26][CH2:25]1)=O)(C)(C)C.C(N1C=CN=C1)(N1C=CN=C1)=O>ClCCl>[O:12]=[C:13]1[NH:15][C:16]2[CH:21]=[CH:20][N:19]=[CH:18][C:17]=2[CH2:22][N:23]1[CH:24]1[CH2:29][CH2:28][N:27]([C:30]([O:32][CH2:33][CH3:34])=[O:31])[CH2:26][CH2:25]1. Procedure: Trifluoroacetic acid (0.50 mL) was a add to a solution of the material from Step A (0.24 g, 0.63 mmol) in dichloromethane (5 mL). After stirring overnight, another 0.5 mL of trifluoroacetic acid was added. After an additional 2 h, the reaction was concentrated. This material was dissolved in acetonitrile (5 mL) and carbonyldiimidazole (0.31 g, 1.89 mmol) was added at room temperature. After 2 h, the acetonitrile was evaporated in vacuo, the residue partitioned between 1N NaOH and dichloromethane... Starting materials: solution, Cl (hydrochloric acid), O (water), [N+](=O)([O-])C1=CC=C(C=C1)C1=NC2=CC=CC(=C2C(=C1)OCC(=O)N1CCOCC1)C(F)(F)F (4-{[2-(4-Nitrophenyl)-5-trifluoromethyl-4-quinolyl]oxyacetyl}morpholine). The reagents and catalysts are [Pd] (palladium). The solvent is C(C)(C)O (isopropanol), CO (methanol). Run at time 10 minute. Product: NC1=CC=C(C=C1)C1=NC2=CC=CC(=C2C(=C1)OCC(=O)N1CCOCC1)C(F)(F)F (4-{[2-(4-Aminophenyl)-5-trifluoromethyl-4-quinolyl]oxyacetyl}morpholine). The yield is 51.2%. RXN SMILES: [N+:1]([C:4]1[CH:9]=[CH:8][C:7]([C:10]2[CH:19]=[C:18]([O:20][CH2:21][C:22]([N:24]3[CH2:29][CH2:28][O:27][CH2:26][CH2:25]3)=[O:23])[C:17]3[C:12](=[CH:13][CH:14]=[CH:15][C:16]=3[C:30]([F:33])([F:32])[F:31])[N:11]=2)=[CH:6][CH:5]=1)([O-])=O.Cl.O>CO.C(O)(C)C.[Pd]>[NH2:1][C:4]1[CH:9]=[CH:8][C:7]([C:10]2[CH:19]=[C:18]([O:20][CH2:21][C:22]([N:24]3[CH2:29][CH2:28][O:27][CH2:26][CH2:25]3)=[O:23])[C:17]3[C:12](=[CH:13][CH:14]=[CH:15][C:16]=3[C:30]([F:33])([F:32])[F:31])[N:11]=2)=[CH:6][CH:5]=1. Procedure: 4-{[2-(4-Nitrophenyl)-5-trifluoromethyl-4-quinolyl]oxyacetyl}morpholine (6.6 g) dissolved in methanol (=b 132 cc) is hydrogenated for three hours thirty minutes at atmospheric pressure in the presence of an 8N solution (6.6 cc) of gaseous hydrochloric acid in isopropanol and palladium (0.66 g) supported on charcoal (10% palladium). Distilled water (240 cc) is then added, the mixture is stirred for 10 minutes and the catalyst is thereafter filtered off. Normal aqueous sodium hydroxide solution (4... Reactants: CC(C)COC1=CC(=O)C(Cc2ccc(Br)cc2)C1, CC(C)=O. The product is O=C1C=C(O)CC1Cc1ccc(Br)cc1. As a reaction SMILES: [Br:1][c:2]1[cH:3][cH:4][c:5]([CH2:6][CH:7]2[CH2:8][C:9]([O:13][CH2:14][CH:15]([CH3:16])[CH3:17])=[CH:10][C:11]2=[O:12])[cH:18][cH:19]1.[CH3:20][C:21](=[O:22])[CH3:23]>>[Br:1][c:2]1[cH:3][cH:4][c:5]([CH2:6][CH:7]2[CH2:8][C:9]([OH:13])=[CH:10][C:11]2=[O:12])[cH:18][cH:19]1. The reactants are crude product, CCN=C=NCCCN(C)C.Cl (WSC.HCl), COC1=C(CN2C[C@H]([C@@H](C2=O)C)C(=O)O)C=CC(=C1)OC ((trans)-1-(2,4-dimethoxybenzyl)-4-methyl-5-oxopyrrolidine-3-carboxylic acid), C(C1=CC=CC=C1)[C@H]1NC(OC1)=O ((R)-4-benzyl-2-oxazolidinone). Reagents/catalysts: CN(C1=CC=NC=C1)C (4-dimethylaminopyridine). Solvent: C(Cl)(Cl)Cl (chloroform). Conditions: time 8 hour. Yields the product C(C1=CC=CC=C1)[C@H]1N(C(OC1)=O)C(=O)[C@@H]1CN(C([C@H]1C)=O)CC1=C(C=C(C=C1)OC)OC ((R)-4-benzyl-3-[(trans)-1-(2,4-dimethoxybenzyl)-4-methyl-5-oxopyrrolidine-3-carbonyl]-2-oxazolidinone). The yield is 54.8%. Reaction SMILES: [CH3:1][O:2][C:3]1[CH:19]=[C:18]([O:20][CH3:21])[CH:17]=[CH:16][C:4]=1[CH2:5][N:6]1[C:10](=[O:11])[C@@H:9]([CH3:12])[C@H:8]([C:13]([OH:15])=O)[CH2:7]1.[CH2:22]([C@@H:29]1[CH2:33][O:32][C:31](=[O:34])[NH:30]1)[C:23]1[CH:28]=[CH:27][CH:26]=[CH:25][CH:24]=1.CCN=C=NCCCN(C)C.Cl>C(Cl)(Cl)Cl.CN(C)C1C=CN=CC=1>[CH2:22]([C@@H:29]1[CH2:33][O:32][C:31](=[O:34])[N:30]1[C:13]([C@H:8]1[C@H:9]([CH3:12])[C:10](=[O:11])[N:6]([CH2:5][C:4]2[CH:16]=[CH:17][C:18]([O:20][CH3:21])=[CH:19][C:3]=2[O:2][CH3:1])[CH2:7]1)=[O:15])[C:23]1[CH:24]=[CH:25][CH:26]=[CH:27][CH:28]=1 |f:2.3|. Procedure: To a solution of the crude product of (trans)-1-(2,4-dimethoxybenzyl)-4-methyl-5-oxopyrrolidine-3-carboxylic acid (14.0 g) in chloroform (60 ml) were sequentially added (R)-4-benzyl-2-oxazolidinone (8.15 g), WSC.HCl (9.70 g), 4-dimethylaminopyridine (2.81 g), and the mixture was stirred overnight at room temperature. This reaction solution was purified by silica gel column chromatography (eluent: n-hexane/ethyl acetate=4/1 to 1/3) to give the titled compound (low-polarity component 11.4 g, high-... Reactants: hydrochloride salt, CC1=CC=C(C=C1)S(=O)(=O)OCC1OC2=C(C1)C=C(C=C2C2=CC=C(C=C2)OC)C ((±)-[7-(4-methoxyphenyl) 5-methyl-2,3-dihydro-1-benzofuran-2-yl]methyl 4-methylbenzenesulfonate), CN (methylamine). Yields the product COC1=CC=C(C=C1)C1=CC(=CC=2CC(OC21)CNC)C ((±)-{[7-(4-methoxyphenyl)-5-methyl-2,3-dihydro-1-benzofuran-2-yl]methyl}methylamine). Reaction SMILES: CC1C=CC(S(O[CH2:12][CH:13]2[CH2:17][C:16]3[CH:18]=[C:19]([CH3:30])[CH:20]=[C:21]([C:22]4[CH:27]=[CH:26][C:25]([O:28][CH3:29])=[CH:24][CH:23]=4)[C:15]=3[O:14]2)(=O)=O)=CC=1.[CH3:31][NH2:32]>>[CH3:29][O:28][C:25]1[CH:26]=[CH:27][C:22]([C:21]2[C:15]3[O:14][CH:13]([CH2:12][NH:32][CH3:31])[CH2:17][C:16]=3[CH:18]=[C:19]([CH3:30])[CH:20]=2)=[CH:23][CH:24]=1. Reported procedure: The title compound was prepared (0.075 g, 52%) following the general procedure of Example 390 as a white solid, hydrochloride salt from (±)-[7-(4-methoxyphenyl) 5-methyl-2,3-dihydro-1-benzofuran-2-yl]methyl 4-methylbenzenesulfonate (0.19 g, 0.45 mmol) and methylamine (0.112 g, 4.5 mmol). mp 235-238° C. Starting materials: O=C([O-])[O-], CN(C)C=O, CCOC(C)=O, CI, [K+], [K+], [Na], O=C(O)CCc1nc2cccnc2n(-c2cccc(-c3ccccc3)c2)c1=O. Yields the product COC(=O)CCc1nc2cccnc2n(-c2cccc(-c3ccccc3)c2)c1=O. RXN SMILES: [C:31](=[O:32])([O-:33])[O-:34].[CH3:38][N:39]([CH3:40])[CH:41]=[O:42].[CH3:43][CH2:44][O:45][C:46](=[O:47])[CH3:48].[I:29][CH3:30].[K+:35].[K+:36].[Na:37].[c:1]1(-[c:23]2[cH:24][cH:25][cH:26][cH:27][cH:28]2)[cH:2][c:3](-[n:7]2[c:8]3[c:9]([n:10][c:11]([CH2:14][CH2:15][C:16](=[O:17])[OH:18])[c:12]2=[O:13])[cH:19][cH:20][cH:21][n:22]3)[cH:4][cH:5][cH:6]1>>[c:1]1(-[c:23]2[cH:24][cH:25][cH:26][cH:27][cH:28]2)[cH:2][c:3](-[n:7]2[c:8]3[c:9]([n:10][c:11]([CH2:14][CH2:15][C:16](=[O:17])[O:18][CH3:31])[c:12]2=[O:13])[cH:19][cH:20][cH:21][n:22]3)[cH:4][cH:5][cH:6]1. Reactants: CC(NC(=O)CC1CCCC1)C(=O)O, CC1(C)OC(=O)C(N)c2ccccc21. The product is CC(NC(=O)CC1CCCC1)C(=O)NC1C(=O)OC(C)(C)c2ccccc21. Reaction SMILES: [CH:1]1([CH2:6][C:7](=[O:8])[NH:9][CH:10]([CH3:11])[C:12](=[O:13])[OH:14])[CH2:2][CH2:3][CH2:4][CH2:5]1.[NH2:15][CH:16]1[C:17](=[O:28])[O:18][C:19]([CH3:26])([CH3:27])[c:20]2[cH:21][cH:22][cH:23][cH:24][c:25]21>>[CH:1]1([CH2:6][C:7](=[O:8])[NH:9][CH:10]([CH3:11])[C:12](=[O:14])[NH:15][CH:16]2[C:17](=[O:28])[O:18][C:19]([CH3:26])([CH3:27])[c:20]3[cH:21][cH:22][cH:23][cH:24][c:25]32)[CH2:2][CH2:3][CH2:4][CH2:5]1. Starting materials: [H-].[Na+] (NaH), C1(CCCCC1)C=1NC(C(=C(N1)SC)C#N)=O (2-cyclohexyl-1,6-dihydro-4-(methylthio)-6-oxo-5-pyrimidinecarbonitrile), BrCC(=O)OC (methyl bromoacetate). Run in O (water). Conditions: temperature 0 celsius, time 1 hour. The product is C(#N)C1=C(N=C(N(C1=O)CC(=O)OC)C1CCCCC1)SC (Methyl 5-Cyano-2-cyclohexyl-1,6-dihydro-4-(methylthio)-6-oxo-1-pyrimidineacetate). Isolated yield 99.0%. RXN SMILES: [H-].[Na+].[CH:3]1([C:9]2[NH:10][C:11](=[O:19])[C:12]([C:17]#[N:18])=[C:13]([S:15][CH3:16])[N:14]=2)[CH2:8][CH2:7][CH2:6][CH2:5][CH2:4]1.Br[CH2:21][C:22]([O:24][CH3:25])=[O:23]>O>[C:17]([C:12]1[C:11](=[O:19])[N:10]([CH2:21][C:22]([O:24][CH3:25])=[O:23])[C:9]([CH:3]2[CH2:4][CH2:5][CH2:6][CH2:7][CH2:8]2)=[N:14][C:13]=1[S:15][CH3:16])#[N:18] |f:0.1|. Reported procedure: To a cooled (0° C.), stirred suspension of NaH (50% dispersion in mineral oil, washed with hexane, 2.2 g, 0.047 (mol) in DME (350 mL) was added 2-cyclohexyl-1,6-dihydro-4-(methylthio)-6-oxo-5-pyrimidinecarbonitrile (9.5 g, 0.038 mol) in several portions. After 1 hour, methyl bromoacetate was added and the resulting solution was heated at 95°-100° C. for 2 days. The solution was cooled and water (300 mL) was added. The mixture was extracted with ethyl acetate and the combined extracts were washed...